From a dataset of the Open Reaction Database (ORD), a public repository of structured organic reaction records. describe an organic reaction: reactants, conditions, products, and yield Reactants: O=C(n1ccnc1)n1ccnc1, OCCCC1(c2ccccc2)OCCO1, C=CCBr, CC#N, O. Yields the product BrCCCC1(c2ccccc2)OCCO1. Reaction SMILES: [C:16]([n:17]1[cH:18][cH:19][n:20][cH:21]1)([n:22]1[cH:23][cH:24][n:25][cH:26]1)=[O:27].[CH2:1]1[O:2][C:3]([CH2:4][CH2:5][CH2:6][OH:7])([c:8]2[cH:9][cH:10][cH:11][cH:12][cH:13]2)[O:14][CH2:15]1.[CH2:28]([CH:29]=[CH2:30])[Br:31].[CH3:33][C:34]#[N:35].[OH2:32]>>[CH2:1]1[O:2][C:3]([CH2:4][CH2:5][CH2:6][Br:31])([c:8]2[cH:9][cH:10][cH:11][cH:12][cH:13]2)[O:14][CH2:15]1. Reactants: Cl.CC1=C2N(C3=CC=CC=C13)CCCC2N (6,7,8,9-tetrahydro-10-methylpyrido[1,2-a]indol-9-amine hydrochloride), CC(=O)C (acetone), [BH4-].[Na+] (Sodium borohydride). Run at temperature 25 celsius, time 14 hour. Product: CC(C)NC1CCCN2C1=C(C1=CC=CC=C21)C (6,7,8,9-Tetrahydro-N-(1-methylethyl)-10-methylpyrido[1,2-a]indol-9-amine). As a reaction SMILES: Cl.[CH3:2][C:3]1[C:11]2[C:6](=[CH:7][CH:8]=[CH:9][CH:10]=2)[N:5]2[CH2:12][CH2:13][CH2:14][CH:15]([NH2:16])[C:4]=12.[BH4-].[Na+].[CH3:19][C:20]([CH3:22])=O>>[CH3:19][CH:20]([NH:16][CH:15]1[C:4]2=[C:3]([CH3:2])[C:11]3[C:6]([N:5]2[CH2:12][CH2:13][CH2:14]1)=[CH:7][CH:8]=[CH:9][CH:10]=3)[CH3:22] |f:0.1,2.3|. Procedure details: Molecular sieves (20 g, 4 Å type) were added to a solution of 6,7,8,9-tetrahydro-10-methylpyrido[1,2-a]indol-9-amine hydrochloride (8 g, 40 mmol, described in Example 20, Step 2) in acetone (200 mL). The reaction mixture was stirred at 25° C. for 14 hours. The sieves were removed by filtration and benzene (25 mL) was added to the filtrate. The mixture was evaporated and the residue dissolved in methanol (100 mL). Sodium borohydride (2 g, 52.6 mmol) was added portionwise and the reaction mixture ... Procedure: A 5 L 3-neck round-bottom flask was charged with a solution of 3,5-bis(trifluoromethyl)benzothioamide (205.65 g) in DMF (1.03 L). Hydrazine hydrate (73.2 mL, 2.0 eq.) was added dropwise and the reaction mixture was stirred at RT for 1 h. HCOOH (1.03 L) was added dropwise and the reaction mixture was refluxed at 90° C. for 3 h. After being allowed to cool down to RT, the reaction mixture was poured into saturated aqueous sodium bicarbonate solution (7 L) and extracted with EtOAc (3×1 L). The comb... Reaction SMILES: [F:1][C:2]([F:17])([F:16])[C:3]1[CH:4]=[C:5]([CH:9]=[C:10]([C:12]([F:15])([F:14])[F:13])[CH:11]=1)[C:6](=S)[NH2:7].O.[NH2:19][NH2:20].[CH:21](O)=O.C(=O)(O)[O-].[Na+]>CN(C=O)C>[F:1][C:2]([F:17])([F:16])[C:3]1[CH:4]=[C:5]([C:6]2[N:7]=[CH:21][NH:20][N:19]=2)[CH:9]=[C:10]([C:12]([F:15])([F:14])[F:13])[CH:11]=1 |f:1.2,4.5|. The reactants are C([O-])(O)=O.[Na+] (sodium bicarbonate), FC(C=1C=C(C(N)=S)C=C(C1)C(F)(F)F)(F)F (3,5-bis(trifluoromethyl)benzothioamide), O.NN (Hydrazine hydrate), C(=O)O (HCOOH), crude material. The solvent is CN(C)C=O (DMF), petroleum ether. Reaction conditions: time 1 hour. Yields the product FC(C=1C=C(C=C(C1)C(F)(F)F)C1=NNC=N1)(F)F (3-(3,5-bis(trifluoromethyl)phenyl)-1H-1,2,4-triazole). The product is C1(=CC=CC=C1)S(=O)(=O)C=1C(=NN2C1N=C(C=C2N)CCOC)SC (3-benzenesulphonyl-5-(2-methoxy-ethyl)-2-methylsulphanyl-pyrazolo[1,5-a]pyrimidin-7-ylamine). RXN SMILES: [NH3:1].[C:2]1([S:8]([C:11]2[C:12]([S:25][CH3:26])=[N:13][N:14]3[C:19](Cl)=[CH:18][C:17]([CH2:21][CH2:22][O:23][CH3:24])=[N:16][C:15]=23)(=[O:10])=[O:9])[CH:7]=[CH:6][CH:5]=[CH:4][CH:3]=1>CO.CN(C=O)C>[C:2]1([S:8]([C:11]2[C:12]([S:25][CH3:26])=[N:13][N:14]3[C:19]([NH2:1])=[CH:18][C:17]([CH2:21][CH2:22][O:23][CH3:24])=[N:16][C:15]=23)(=[O:10])=[O:9])[CH:7]=[CH:6][CH:5]=[CH:4][CH:3]=1. Conditions: time 2 hour. Yield: 63.0%. Reported procedure: 10 ml of a 50% solution of NH3 in MeOH were added to a solution of 0.50 g (1.25 mmol) of 3-benzenesulphonyl-7-chloro-5-(2-methoxy-ethyl)-2-methylsulphanyl-pyrazolo[1,5-a]-pyrimidine in 10 ml of DMF and stirred at RT for 2 hrs. The reaction solution was evaporated in a high vacuum and the residue was partitioned between 2N NaOH and CH2Cl2. The aqueous phase was extracted three times with CH2Cl2 and the combined organic phases were dried (MgSO4), filtered and evaporated. Subsequent chromatography ... The solvent is CO (MeOH), CN(C)C=O (DMF). Reactants: solution, N (NH3), C1(=CC=CC=C1)S(=O)(=O)C=1C(=NN2C1N=C(C=C2Cl)CCOC)SC (3-benzenesulphonyl-7-chloro-5-(2-methoxy-ethyl)-2-methylsulphanyl-pyrazolo[1,5-a]-pyrimidine). Reactants: CCOc1cc(C(C)(C)C)ncc1C1=NC(C)(c2ccc(Cl)cc2)C(C)(c2ccc(Cl)cc2)N1C(=O)N1CCC(CC(=O)OC)CC1, CO, [Li+], C1CCOC1, [OH-], O. Product: CCOc1cc(C(C)(C)C)ncc1C1=NC(C)(c2ccc(Cl)cc2)C(C)(c2ccc(Cl)cc2)N1C(=O)N1CCC(CC(=O)O)CC1. As a reaction SMILES: [CH3:1][O:2][C:3]([CH2:4][CH:5]1[CH2:6][CH2:7][N:8]([C:11](=[O:12])[N:13]2[C:14]([c:34]3[cH:35][n:36][c:37]([C:43]([CH3:44])([CH3:45])[CH3:46])[cH:38][c:39]3[O:40][CH2:41][CH3:42])=[N:15][C:16]([CH3:26])([c:27]3[cH:28][cH:29][c:30]([Cl:33])[cH:31][cH:32]3)[C:17]2([CH3:18])[c:19]2[cH:20][cH:21][c:22]([Cl:25])[cH:23][cH:24]2)[CH2:9][CH2:10]1)=[O:47].[CH3:55][OH:56].[Li+:48].[O:50]1[CH2:51][CH2:52][CH2:53][CH2:54]1.[OH-:49].[OH2:57]>>[O:2]=[C:3]([CH2:4][CH:5]1[CH2:6][CH2:7][N:8]([C:11](=[O:12])[N:13]2[C:14]([c:34]3[cH:35][n:36][c:37]([C:43]([CH3:44])([CH3:45])[CH3:46])[cH:38][c:39]3[O:40][CH2:41][CH3:42])=[N:15][C:16]([CH3:26])([c:27]3[cH:28][cH:29][c:30]([Cl:33])[cH:31][cH:32]3)[C:17]2([CH3:18])[c:19]2[cH:20][cH:21][c:22]([Cl:25])[cH:23][cH:24]2)[CH2:9][CH2:10]1)[OH:47]. Reactants: BrC1=CC=C(C=C1)C(OC(C(=O)OC)CC(C)C)C1=CC=NC=C1 (methyl 2-[(4-bromophenyl)(pyridin-4-yl)methoxy]-4-methylpentanoate), [OH-].[K+] (potassium hydroxide). Yields the product [K+].BrC1=CC=C(C=C1)C(OC(C(=O)[O-])CC(C)C)C1=CC=NC=C1 (2-[(4-bromophenyl)(pyridin-4-yl)methoxy]-4-methylpentanoic acid potassium salt). RXN SMILES: [Br:1][C:2]1[CH:7]=[CH:6][C:5]([CH:8]([C:19]2[CH:24]=[CH:23][N:22]=[CH:21][CH:20]=2)[O:9][CH:10]([CH2:15][CH:16]([CH3:18])[CH3:17])[C:11]([O:13]C)=[O:12])=[CH:4][CH:3]=1.[OH-].[K+:26]>>[K+:26].[Br:1][C:2]1[CH:7]=[CH:6][C:5]([CH:8]([C:19]2[CH:20]=[CH:21][N:22]=[CH:23][CH:24]=2)[O:9][CH:10]([CH2:15][CH:16]([CH3:18])[CH3:17])[C:11]([O-:13])=[O:12])=[CH:4][CH:3]=1 |f:1.2,3.4|. Reported procedure: Using the same protocol as described in example 17, step 5, methyl 2-[(4-bromophenyl)(pyridin-4-yl)methoxy]-4-methylpentanoate from step 2 (293 mg, 0.75 mmol) was hydrolysed with potassium hydroxide. The solid residue obtained was used as such in the next step. Starting materials: [N-]=[N+]=[N-].[Na+] (sodium azide), [Cl-].[NH4+] (ammonium chloride), [N+](=O)([O-])C1=C(C#N)C=CC=C1 (Nitrobenzonitrile), CN(C=O)C (N,N-dimethylformamide). Run at temperature 110 celsius. The product is [N+](=O)([O-])C=1C=C(C=CC1)C1=NN=NN1 (3-Nitro-(1H-tetrazol-5-yl)benzene). RXN SMILES: [N+:1]([C:4]1[CH:11]=[CH:10][CH:9]=[CH:8][C:5]=1C#N)([O-:3])=[O:2].[N-:12]=[N+:13]=[N-:14].[Na+].[Cl-].[NH4+].[CH3:18][N:19](C)C=O>>[N+:1]([C:4]1[CH:5]=[C:8]([C:18]2[NH:19][N:14]=[N:13][N:12]=2)[CH:9]=[CH:10][CH:11]=1)([O-:3])=[O:2] |f:1.2,3.4|. Procedure: Nitrobenzonitrile (5 g) was dissolved in 50 ml of dry N,N-dimethylformamide and mixed with 10.97 g of sodium azide and 9.03 g ammonium chloride. The resulting suspension was heated to 110° C. for 18 hours. The reaction mixture was concentrated in vacuo and the residue was dissolved in water (50 ml). The aqueous solution was washed with ethyl acetate and acidified with 1 N HCl solution. The aqueous phase was then extracted with ethyl acetate and the organic extracts were dried (sodium sulfate) an... Reactants: C([C@@H]1[C@H]([C@@H]([C@H]([C@H](O1)O[C@@H]2[C@@H]([C@H]([C@@H]([C@H](O2)CO)O)O)O)O)O)O)O (trehalose), N[C@H](C(=O)O)CCC(=O)N[C@@H](CS)C(=O)NCC(=O)O (glutathione), C(CN(CC(=O)O)CC(=O)[O-])N(CC(=O)O)CC(=O)[O-].[Na+].[Na+] (Na2EDTA), C1=CC(=C[N+](=C1)[C@H]2[C@@H]([C@@H]([C@H](O2)COP(=O)(O)OP(=O)(O)OC[C@@H]3[C@H]([C@H]([C@@H](O3)N4C=NC5=C4N=CN=C5N)OP(=O)(O)O)O)O)O)C(=O)N (NADP+), [Cl-].[Mg+2].[Cl-] (magnesium chloride), C([C@@H]1[C@H]([C@@H]([C@H]([C@H](O1)OP(=O)(O)O)O)O)O)OP(=O)(O)O (glucose 1,6-diphosphate), 31, 35, P(=O)(O)(O)OC[C@H]([C@H]([C@@H]([C@H](C=O)O)O)O)O (glucose 6-phosphate), sample solution, solution. The solvent is P(=O)([O-])([O-])[O-].[K+].[K+].[K+] (potassium phosphate). Yields the product C=1N=C(C2=C(N1)N(C=N2)[C@H]3[C@@H]([C@@H]([C@H](O3)COP(=O)(O)OP(=O)(O)OC[C@@H]4[C@H]([C@H]([C@@H](O4)N5C=CCC(=C5)C(=O)N)O)O)O)OP(=O)(O)O)N (NADPH). As a reaction SMILES: C(O)[C@H]1O[C@H](O[C@H]2O[C@H](CO)[C@@H](O)[C@H](O)[C@H]2O)[C@H](O)[C@@H](O)[C@@H]1O.N[C@@H](CCC(N[C@H](C(NCC(O)=O)=O)CS)=O)C(O)=O.C(N(CC([O-])=O)CC(O)=O)CN(CC([O-])=O)CC(O)=O.[Na+].[Na+].[CH:66]1[CH:71]=[N+:70]([C@@H:72]2[O:76][C@H:75]([CH2:77][O:78][P:79]([O:82][P:83]([O:86][CH2:87][C@H:88]3[O:92][C@@H:91]([N:93]4[C:97]5[N:98]=[CH:99][N:100]=[C:101]([NH2:102])[C:96]=5[N:95]=[CH:94]4)[C@H:90]([O:103][P:104]([OH:107])([OH:106])=[O:105])[C@@H:89]3[OH:108])([OH:85])=[O:84])([OH:81])=[O:80])[C@@H:74]([OH:109])[C@H:73]2[OH:110])[CH:69]=[C:68]([C:111]([NH2:113])=[O:112])[CH:67]=1.[Cl-].[Mg+2].[Cl-].C(OP(O)(O)=O)[C@H]1O[C@H](OP(O)(O)=O)[C@H](O)[C@@H](O)[C@@H]1O.P(OC[C@@H](O)[C@@H](O)[C@H](O)[C@@H](O)C=O)(O)(O)=O>P([O-])([O-])([O-])=O.[K+].[K+].[K+]>[CH:99]1[N:100]=[C:101]([NH2:102])[C:96]2[N:95]=[CH:94][N:93]([C@@H:91]3[O:92][C@H:88]([CH2:87][O:86][P:83]([O:82][P:79]([O:78][CH2:77][C@H:75]4[O:76][C@@H:72]([N:70]5[CH:69]=[C:68]([C:111]([NH2:113])=[O:112])[CH2:67][CH:66]=[CH:71]5)[C@H:73]([OH:110])[C@@H:74]4[OH:109])([OH:81])=[O:80])([OH:85])=[O:84])[C@@H:89]([OH:108])[C@H:90]3[O:103][P:104]([OH:107])([OH:106])=[O:105])[C:97]=2[N:98]=1 |f:2.3.4,6.7.8,11.12.13.14|. Procedure: The enzymic activity is determined according to the following procedure: 10.8 g of trehalose, 860 mg of glutathione, and 17.2 mg of Na2EDTA are dissolved in a 57 mM potassium phosphate buffer solution (pH 7.0) to prepare 100 ml of a solution. A mixture of 1.40 ml of the thus prepared solution, 100 μl of a 20 mM NADP+ solution, 100 μl of a 26 mM magnesium chloride solution, 100 μl of a 1.34 mM glucose 1,6-diphosphate solution, 100 μl of a 31 unit/ml phosphoglucomutase solution, 100 μl of a 35 uni... Reactants: BrCCc1ccccc1, Cc1cc(CC(NC(=O)OC(C)(C)C)c2ncc[nH]2)cc2cn(COCC[Si](C)(C)C)nc12, O=C([O-])[O-], CN(C)C=O, [K+], [K+]. The product is Cc1cc(CC(NC(=O)OC(C)(C)C)c2nccn2CCc2ccccc2)cc2cn(COCC[Si](C)(C)C)nc12. Reaction SMILES: [Br:34][CH2:35][CH2:36][c:37]1[cH:38][cH:39][cH:40][cH:41][cH:42]1.[C:1]([CH3:2])([CH3:3])([CH3:4])[O:5][C:6]([NH:7][CH:8]([CH2:9][c:10]1[cH:11][c:12]2[cH:13][n:14]([CH2:20][O:21][CH2:22][CH2:23][Si:24]([CH3:25])([CH3:26])[CH3:27])[n:15][c:16]2[c:17]([CH3:19])[cH:18]1)[c:28]1[nH:29][cH:30][cH:31][n:32]1)=[O:33].[C:43](=[O:44])([O-:45])[O-:46].[CH3:49][N:50]([CH3:51])[CH:52]=[O:53].[K+:47].[K+:48]>>[C:1]([CH3:2])([CH3:3])([CH3:4])[O:5][C:6]([NH:7][CH:8]([CH2:9][c:10]1[cH:11][c:12]2[cH:13][n:14]([CH2:20][O:21][CH2:22][CH2:23][Si:24]([CH3:25])([CH3:26])[CH3:27])[n:15][c:16]2[c:17]([CH3:19])[cH:18]1)[c:28]1[n:29]([CH2:35][CH2:36][c:37]2[cH:38][cH:39][cH:40][cH:41][cH:42]2)[cH:30][cH:31][n:32]1)=[O:33]. The reactants are II (iodine), ClC=1C=2N(C=CN1)C=NC2 (8-chloro-imidazo[1,5-a]pyrazine), [Li]CCCC (n-BuLi), CCCCCC (hexane). Run in C1CCOC1 (THF), C1CCOC1 (THF). Conditions: temperature 30 celsius, time 15 minute. Product: ClC=1C=2N(C=CN1)C(=NC2)I (8-Chloro-3-iodo-imidazo[1,5-a]pyrazine). RXN SMILES: [Cl:1][C:2]1[C:3]2[N:4]([CH:8]=[N:9][CH:10]=2)[CH:5]=[CH:6][N:7]=1.[Li]CCCC.CCCCCC.[I:22]I>C1COCC1>[Cl:1][C:2]1[C:3]2[N:4]([C:8]([I:22])=[N:9][CH:10]=2)[CH:5]=[CH:6][N:7]=1. Procedure: To a stirred solution of 8-chloro-imidazo[1,5-a]pyrazine (200.00 mg, 1.30 mmol) in THF (10.0 mL) was slowly added n-BuLi in hexane (2.5 M, 0.62 mL, 1.55 mmol) at −78° C. under nitrogen. The resulting mixture was stirred at the same temperature for 15 min. Then to this mixture a solution of iodine (429.7 mg, 1.693 mol) in 3 mL of THF was slowly added. The mixture was allowed to warm up to 30° C. in 1 hour. Reaction was quenched by 2 mL saturated aq. solution of NH4Cl. The reaction mixture was ext...